This data is from the Open Reaction Database (ORD), a public repository of structured organic reaction records. The task is: describe an organic reaction: reactants, conditions, products, and yield Starting materials: C1(=CC=CC=C1)C(CC(C(=O)OCC1=CC=C(C=C1)[N+](=O)[O-])=O)C(=O)[O-] (1-(4-nitrobenzyl) 4-phenyl-2-oxoglutarate), S(=O)(Cl)Cl (thionyl chloride). Run in ClCCCl (1,2-dichloroethane). Product: ClC1(OC(C(C1)C1=CC=CC=C1)=O)C(=O)OCC1=CC=C(C=C1)[N+](=O)[O-] (4-nitrobenzyl 2-chloro-4-phenyl-5-oxo-2-tetrahydrofurancarboxylate). As a reaction SMILES: [C:1]1([CH:7]([C:24]([O-:26])=[O:25])[CH2:8][C:9](=O)[C:10]([O:12][CH2:13][C:14]2[CH:19]=[CH:18][C:17]([N+:20]([O-:22])=[O:21])=[CH:16][CH:15]=2)=[O:11])[CH:6]=[CH:5][CH:4]=[CH:3][CH:2]=1.S(Cl)([Cl:29])=O>ClCCCl>[Cl:29][C:9]1([C:10]([O:12][CH2:13][C:14]2[CH:15]=[CH:16][C:17]([N+:20]([O-:22])=[O:21])=[CH:18][CH:19]=2)=[O:11])[CH2:8][CH:7]([C:1]2[CH:2]=[CH:3][CH:4]=[CH:5][CH:6]=2)[C:24](=[O:25])[O:26]1. Procedure details: In 4 ml of 1,2-dichloroethane was dissolved 100 mg of the Compound 62 obtained in Example 62. To the solution was added 0.1 ml of thionyl chloride, and the mixture was heated for 4 hours under reflux. The solvent was evaporated off, then the residue was chromatographed on Florisil, followed by elution with hexane-ethyl acetate (2:1) to give 63 mg of the subject Compound (63) as pale yellow crystals. Reactants: [Al+3], CCO, [H-], [H-], [H-], [H-], [Li+], N#CCC(O)(c1ccc(Br)cc1)c1ccc(-c2ccc(Br)cc2)cc1, c1ccccc1. Yields the product NCCC(O)(c1ccc(Br)cc1)c1ccc(-c2ccc(Br)cc2)cc1. As a reaction SMILES: [Al+3:33].[CH3:38][CH2:39][OH:40].[H-:32].[H-:35].[H-:36].[H-:37].[Li+:34].[OH:7][C:8]([CH2:9][C:10]#[N:11])([c:12]1[cH:13][cH:14][c:15]([Br:18])[cH:16][cH:17]1)[c:19]1[cH:20][cH:21][c:22](-[c:25]2[cH:26][cH:27][c:28]([Br:31])[cH:29][cH:30]2)[cH:23][cH:24]1.[cH:1]1[cH:2][cH:3][cH:4][cH:5][cH:6]1>>[OH:7][C:8]([CH2:9][CH2:10][NH2:11])([c:12]1[cH:13][cH:14][c:15]([Br:18])[cH:16][cH:17]1)[c:19]1[cH:20][cH:21][c:22](-[c:25]2[cH:26][cH:27][c:28]([Br:31])[cH:29][cH:30]2)[cH:23][cH:24]1.